describe an organic reaction: reactants, conditions, products, and yield From a dataset of the Open Reaction Database (ORD), a public repository of structured organic reaction records. Starting materials: C1(CC1)C(=O)N1CCN(CC1)C1=CC(=CC=C1)C1=NC2=C(N1C)C=CC=C2 (cyclopropyl-{4-[3-(1-methyl-1H-benzoimidazol-2-yl)-phenyl]-piperazin-1-yl}-methanone), S(C)C ((CH3)2S). Solvent: C1CCOC1 (THF), C1CCOC1 (THF). Yields the product C1(CC1)CN1CCN(CC1)C=1C=C(C=CC1)C1=NC2=C(N1C)C=CC=C2 (2-{3-[4-Cyclopropylmethyl-piperazin-1-yl]-phenyl}-1-methyl-1H-benzoimidazole). Isolated yield 30.7%. RXN SMILES: [CH:1]1([C:4]([N:6]2[CH2:11][CH2:10][N:9]([C:12]3[CH:17]=[CH:16][CH:15]=[C:14]([C:18]4[N:22]([CH3:23])[C:21]5[CH:24]=[CH:25][CH:26]=[CH:27][C:20]=5[N:19]=4)[CH:13]=3)[CH2:8][CH2:7]2)=O)[CH2:3][CH2:2]1.S(C)C>C1COCC1>[CH:1]1([CH2:4][N:6]2[CH2:7][CH2:8][N:9]([C:12]3[CH:13]=[C:14]([C:18]4[N:22]([CH3:23])[C:21]5[CH:24]=[CH:25][CH:26]=[CH:27][C:20]=5[N:19]=4)[CH:15]=[CH:16][CH:17]=3)[CH2:10][CH2:11]2)[CH2:3][CH2:2]1. Procedure: To a solution of cyclopropyl-{4-[3-(1-methyl-1H-benzoimidazol-2-yl)-phenyl]-piperazin-1-yl}-methanone (0.17 g, 0.47 mmol) in dry THF (3.50 mL) was added (CH3)2S.BH3 in THF (0.11 mL, 1.18 mmol) and the resulting suspension was heated at 65° C. overnight. The reaction solution was then cooled to room temperature, solvent was removed under reduced pressure and 1N HCl (3 mL) was added to the residue before heating at 100° C. for 6 h. The reaction was cooled to room temperature, then made basic by th...